This data is from the Open Reaction Database (ORD), a public repository of structured organic reaction records. The task is: describe an organic reaction: reactants, conditions, products, and yield The reactants are CO, [H][H], COC(=O)COc1ccc([N+](=O)[O-])cc1. Reaction SMILES: [CH3:18][OH:19].[H:16][H:17].[N+:1]([O-:2])(=[O:3])[c:4]1[cH:5][cH:6][c:7]([O:8][CH2:9][C:10](=[O:11])[O:12][CH3:13])[cH:14][cH:15]1>>[NH2:1][c:4]1[cH:5][cH:6][c:7]([O:8][CH2:9][C:10](=[O:11])[O:12][CH3:13])[cH:14][cH:15]1. Yields the product COC(=O)COc1ccc(N)cc1. Starting materials: C(C1=CC=CC=C1)N1C(C2=CC(C1=O)CCC2)=O (N-benzyl-3,4,5,6-tetrahydroisophthalimide), CC(=O)C (acetone), FC1=C(N)C=CC(=C1)Cl (2-fluoro-4-chloroaniline). Run at time 2 hour. Yields the product C(C1=CC=CC=C1)NC(C1=C(C(=O)NC2=C(C=C(C=C2)Cl)F)CCCC1)=O (N-benzyl-N'-(2-fluoro-4-chlorophenyl)-3,4,5,6-tetrahydrophthalamide). As a reaction SMILES: [CH2:1]([N:8]1[C:13](=[O:14])[CH:12]2[CH2:15][CH2:16][CH2:17][C:10](=[CH:11]2)C1=O)[C:2]1[CH:7]=[CH:6][CH:5]=[CH:4][CH:3]=1.[F:19][C:20]1[CH:26]=[C:25]([Cl:27])[CH:24]=[CH:23][C:21]=1[NH2:22].C[C:29](C)=[O:30]>>[CH2:1]([NH:8][C:13](=[O:14])[C:12]1[CH2:11][CH2:10][CH2:17][CH2:16][C:15]=1[C:29]([NH:22][C:21]1[CH:23]=[CH:24][C:25]([Cl:27])=[CH:26][C:20]=1[F:19])=[O:30])[C:2]1[CH:3]=[CH:4][CH:5]=[CH:6][CH:7]=1. Procedure details: In acetone (50 ml) was dissolved N-benzyl-3,4,5,6-tetrahydroisophthalimide (2.4 g), followed by addition of 2-fluoro-4-chloroaniline (1.5 g). The mixture was stirred at 40°-50° C. for 2 hours, after which time the precipitate was recovered by filtration and washed with acetone. Yield 3.0 g.; m.p. 121°-123° C. Reactants: O=C([O-])[O-], N=C(c1ccccc1)c1ccccc1, Cc1ccccc1, Fc1cccnc1Cl, [Cs+], [Cs+], CC(=O)[O-], CC(=O)[O-], [Pd+2], c1ccc(P(c2ccccc2)c2ccc3ccccc3c2-c2c(P(c3ccccc3)c3ccccc3)ccc3ccccc23)cc1. The product is Fc1cccnc1N=C(c1ccccc1)c1ccccc1. RXN SMILES: [C:23](=[O:24])([O-:25])[O-:26].[C:9]([c:10]1[cH:11][cH:12][cH:13][cH:14][cH:15]1)([c:16]1[cH:17][cH:18][cH:19][cH:20][cH:21]1)=[NH:22].[CH3:84][c:85]1[cH:86][cH:87][cH:88][cH:89][cH:90]1.[Cl:1][c:2]1[n:3][cH:4][cH:5][cH:6][c:7]1[F:8].[Cs+:27].[Cs+:28].[O-:76][C:77]([CH3:78])=[O:79].[O-:80][C:81]([CH3:82])=[O:83].[Pd+2:75].[cH:29]1[cH:30][cH:31][c:32]([P:33]([c:34]2[cH:35][cH:36][c:37]3[c:38]([cH:39][cH:40][cH:41][cH:42]3)[c:43]2-[c:44]2[c:45]3[c:46]([cH:47][cH:48][cH:49][cH:50]3)[cH:51][cH:52][c:53]2[P:54]([c:55]2[cH:56][cH:57][cH:58][cH:59][cH:60]2)[c:61]2[cH:62][cH:63][cH:64][cH:65][cH:66]2)[c:67]2[cH:68][cH:69][cH:70][cH:71][cH:72]2)[cH:73][cH:74]1>>[c:2]1([N:22]=[C:9]([c:10]2[cH:11][cH:12][cH:13][cH:14][cH:15]2)[c:16]2[cH:17][cH:18][cH:19][cH:20][cH:21]2)[n:3][cH:4][cH:5][cH:6][c:7]1[F:8]. Starting materials: ClC1=C(C(=O)C2=C(C=C3CCCC3=C2)NC=C[N+](=O)[O-])C=CC=C1 (6-(2-Chlorobenzoyl)-5-(2-nitroethenylamino)indan), C1CCC2=NCCCN2CC1 (DBU). Solvent: C1=CC=CC=C1 (benzene). Procedure details: 6-(2-Chlorobenzoyl)-5-(2-nitroethenylamino)indan (4.8 g) was added in small portions to a solution of DBU (4.8 g) in benzene (50 ml) with heating at 90° C. The mixture was refluxed for 30 minutes and, then, washed with 2N HCl and water and dried (MgSO4). The solvent was then distilled off to give crystals of 4-(2-chlorophenyl)-7,8-dihydro-3-nitro-6H-cyclopenta[g]quinoline. The crystals were collected by filtration and washed with methanol (4.50 g, 99.1%). Recrystallization from ethanol gave ligh... Conditions: temperature 90 celsius. RXN SMILES: [Cl:1][C:2]1[CH:24]=[CH:23][CH:22]=[CH:21][C:3]=1[C:4]([C:6]1[CH:14]=[C:13]2[C:9]([CH2:10][CH2:11][CH2:12]2)=[CH:8][C:7]=1[NH:15][CH:16]=[CH:17][N+:18]([O-:20])=[O:19])=O.C1CCN2C(=NCCC2)CC1>C1C=CC=CC=1>[Cl:1][C:2]1[CH:24]=[CH:23][CH:22]=[CH:21][C:3]=1[C:4]1[C:6]2[C:7](=[CH:8][C:9]3[CH2:10][CH2:11][CH2:12][C:13]=3[CH:14]=2)[N:15]=[CH:16][C:17]=1[N+:18]([O-:20])=[O:19]. Product: ClC1=C(C=CC=C1)C1=C(C=NC2=CC3=C(C=C12)CCC3)[N+](=O)[O-] (4-(2-chlorophenyl)-7,8-dihydro-3-nitro-6H-cyclopenta[g]quinoline). Starting materials: C(C)OP(OCC)(=O)CCNC(=O)OCC1=CC=CC=C1 ((2-Benzyloxycarbonylamino-ethyl)-phosphonic acid diethyl ester), [Na+].[I-] (NaI). Solvent: N1=CC=CC=C1 (pyridine). Reaction conditions: temperature 115 celsius. Product: C(C)OP(O)(=O)CCNC(=O)OCC1=CC=CC=C1 ((2-benzyloxycarbonylamino-ethyl)-phosphonic acid monoethyl ester). Yield: 89.0%. Reaction SMILES: [CH2:1]([O:3][P:4]([CH2:9][CH2:10][NH:11][C:12]([O:14][CH2:15][C:16]1[CH:21]=[CH:20][CH:19]=[CH:18][CH:17]=1)=[O:13])(=[O:8])[O:5]CC)[CH3:2].[Na+].[I-]>N1C=CC=CC=1>[CH2:1]([O:3][P:4]([CH2:9][CH2:10][NH:11][C:12]([O:14][CH2:15][C:16]1[CH:21]=[CH:20][CH:19]=[CH:18][CH:17]=1)=[O:13])(=[O:5])[OH:8])[CH3:2] |f:1.2|. Procedure: (2-Benzyloxycarbonylamino-ethyl)-phosphonic acid diethyl ester (5.77 g, 18.3 mmol) was dissolved in pyridine (61 mL). To this solution was added NaI (13.7 g, 92 mmol). The mixture was heated at 115° C. overnight. The next day the reaction was determined, by LC/MS, to be largely complete. The reaction was cooled to room temperature and concentrated in vacuo. The residue was dissolved in H2O and extracted with Et2O. The water was then cooled in an ice bath and the adjusted to pH 2 with 2N HCl. The... Reactants: [Al+3], [Cl-], [Cl-], [Cl-], COc1ccc2sc3c([N+](=O)[O-])ccc(Cl)c3c(=O)c2c1, ClCCCl. Product: O=c1c2cc(O)ccc2sc2c([N+](=O)[O-])ccc(Cl)c12. Reaction SMILES: [Al+3:23].[Cl-:22].[Cl-:24].[Cl-:25].[Cl:1][c:2]1[cH:3][cH:4][c:5]([N+:19](=[O:20])[O-:21])[c:6]2[s:7][c:8]3[cH:9][cH:10][c:11]([O:17][CH3:18])[cH:12][c:13]3[c:14](=[O:16])[c:15]12.[Cl:26][CH2:27][CH2:28][Cl:29]>>[Cl:1][c:2]1[cH:3][cH:4][c:5]([N+:19](=[O:20])[O-:21])[c:6]2[s:7][c:8]3[cH:9][cH:10][c:11]([OH:17])[cH:12][c:13]3[c:14](=[O:16])[c:15]12. Reactants: O=C(CCC(C[PH](=O)O)C(=O)OCc1ccccc1)OCc1ccccc1, CN(C)c1ccccn1, C1CCOC1, OCc1ccccc1. The product is O=C(CCC(CP(=O)(O)Cc1ccccc1)C(=O)OCc1ccccc1)OCc1ccccc1. Reaction SMILES: [CH2:1]([c:2]1[cH:3][cH:4][cH:5][cH:6][cH:7]1)[O:8][C:9](=[O:10])[CH:11]([CH2:12][PH:13]([OH:14])=[O:15])[CH2:16][CH2:17][C:18](=[O:19])[O:20][CH2:21][c:22]1[cH:23][cH:24][cH:25][cH:26][cH:27]1.[CH3:36][N:37]([c:38]1[cH:39][cH:40][cH:41][cH:42][n:43]1)[CH3:44].[O:45]1[CH2:46][CH2:47][CH2:48][CH2:49]1.[OH:28][CH2:29][c:30]1[cH:31][cH:32][cH:33][cH:34][cH:35]1>>[CH2:1]([c:2]1[cH:3][cH:4][cH:5][cH:6][cH:7]1)[O:8][C:9](=[O:10])[CH:11]([CH2:12][P:13](=[O:14])([OH:15])[CH2:29][c:30]1[cH:31][cH:32][cH:33][cH:34][cH:35]1)[CH2:16][CH2:17][C:18](=[O:19])[O:20][CH2:21][c:22]1[cH:23][cH:24][cH:25][cH:26][cH:27]1. Starting materials: Br.N1(CCNCC1)C=1C=C2CCC(NC2=CC1)=O (6-(1-Piperazinyl)-3,4-dihydrocarbostyril monohydrobromide), ClC=1C=C(C(=O)Cl)C=CC1 (m-chlorobenzoyl chloride), C(O)([O-])=O.[Na+] (sodium hydrogencarbonate), N1(CCNCC1)C=1C=C2CCC(NC2=CC1)=O (6-(1-piperazinyl)-3,4-dihydrocarbostyril). Run in CN(C)C=O (DMF), C(C)N(CC)CC (triethylamine), O (water), CN(C)C=O (DMF). Reaction conditions: time 30 minute. Product: ClC=1C=C(C(=O)N2CCN(CC2)C=2C=C3CCC(NC3=CC2)=O)C=CC1 (6-[4-(3-chlorobenzoyl)-1-piperazinyl]-3,4-dihydrocarbostyril). Yield: 35.6%. As a reaction SMILES: Br.[N:2]1([C:8]2[CH:9]=[C:10]3[C:15](=[CH:16][CH:17]=2)[NH:14][C:13](=[O:18])[CH2:12][CH2:11]3)[CH2:7][CH2:6][NH:5][CH2:4][CH2:3]1.C(=O)([O-])O.[Na+].N1(C2C=C3C(=CC=2)NC(=O)CC3)CCNCC1.[Cl:41][C:42]1[CH:43]=[C:44]([CH:48]=[CH:49][CH:50]=1)[C:45](Cl)=[O:46]>CN(C=O)C.O.C(N(CC)CC)C>[Cl:41][C:42]1[CH:43]=[C:44]([CH:48]=[CH:49][CH:50]=1)[C:45]([N:5]1[CH2:6][CH2:7][N:2]([C:8]2[CH:9]=[C:10]3[C:15](=[CH:16][CH:17]=2)[NH:14][C:13](=[O:18])[CH2:12][CH2:11]3)[CH2:3][CH2:4]1)=[O:46] |f:0.1,2.3|. Reported procedure: 6-(1-Piperazinyl)-3,4-dihydrocarbostyril monohydrobromide (1 g) was suspended in 15 ml of DMF. After adding 296 mg of sodium hydrogencarbonate, the suspension was stirred at room temperature for 30 minutes to convert the starting compound to 6-(1-piperazinyl)-3,4-dihydrocarbostyril. Then, to the mixture was added 0.62 ml of triethylamine and the mixture was stirred at room temperature while slowly adding dropwise 5 ml of DMF solution containing 532 mg of m-chlorobenzoyl chloride. After completio...